From a dataset of the Open Reaction Database (ORD), a public repository of structured organic reaction records. describe an organic reaction: reactants, conditions, products, and yield The reactants are BrC1=NN(C(=C1[N+](=O)[O-])Br)CC (3,5-dibromo-1-ethyl-4-nitro-1H-pyrazole), CCO (EtOH), NCC(C)O (1-amino-2-propanol). Run in C(Cl)Cl (DCM), O (water). Yields the product BrC=1C(=C(N(N1)CC)NCC(C)O)[N+](=O)[O-] (1-(5-bromo-2-ethyl-4-nitro-2H-pyrazol-3-ylamino)propan-2-ol), solid. Isolated yield 36.0%. As a reaction SMILES: [Br:1][C:2]1[C:6]([N+:7]([O-:9])=[O:8])=[C:5](Br)[N:4]([CH2:11][CH3:12])[N:3]=1.CCO.[NH2:16][CH2:17][CH:18]([OH:20])[CH3:19]>C(Cl)Cl.O>[Br:1][C:2]1[C:6]([N+:7]([O-:9])=[O:8])=[C:5]([NH:16][CH2:17][CH:18]([OH:20])[CH3:19])[N:4]([CH2:11][CH3:12])[N:3]=1. Procedure details: A mixture of 3,5-dibromo-1-ethyl-4-nitro-1H-pyrazole (3) (20.0 g; 66.9 mmol), EtOH (100 ml) and 1-amino-2-propanol (25.1 g, 334.2 mmol) was refluxed for 15 hours. The reaction medium was concentrated to the maximum under reduced pressure and the excess 1-amino-2-propanol was then distilled off under vacuum. The oil obtained was suspended in DCM (100 ml) and water (100 ml). The aqueous phase was washed with DCM (100 ml). The combined organic phases were washed with water (50 ml) and were then dri... Starting materials: C(C(O)C(O)C(=O)O)(=O)O (tartaric acid), CN(C(=O)N1CC2C(C1)CC(C2)(NCC(=O)N2[C@@H](CCC2)C#N)CC2=CC=CC=C2)C (5-benzyl-5-[2-((S)-2-cyano-pyrrolidin-1-yl)-2-oxo-ethylamino]-hexahydro-cyclopenta[c]pyrrole-2-carboxylic acid dimethylamide), CCCCCC (n-hexane). Solvent: CC(=O)C (acetone), C(C)(=O)OCC (ethyl acetate). Product: C(=O)(O)C(O)C(O)C(=O)O.CN(C(=O)N1CC2C(C1)CC(C2)(NCC(=O)N2[C@@H](CCC2)C#N)CC2=CC=CC=C2)C (5-benzyl-5-[2-((S)-2-cyano-pyrrolidin-1-yl)-2-oxo-ethylamino]-hexahydro-cyclopenta[c]pyrrole-2-carboxylic acid dimethylamide tartrate). The yield is 67.0%. As a reaction SMILES: [CH3:1][N:2]([CH3:31])[C:3]([N:5]1[CH2:9][CH:8]2[CH2:10][C:11]([CH2:24][C:25]3[CH:30]=[CH:29][CH:28]=[CH:27][CH:26]=3)([NH:13][CH2:14][C:15]([N:17]3[CH2:21][CH2:20][CH2:19][C@H:18]3[C:22]#[N:23])=[O:16])[CH2:12][CH:7]2[CH2:6]1)=[O:4].[C:32]([OH:41])(=[O:40])[CH:33]([CH:35]([C:37]([OH:39])=[O:38])[OH:36])[OH:34].CCCCCC>C(OCC)(=O)C.CC(C)=O>[C:37]([CH:35]([CH:33]([C:32]([OH:41])=[O:40])[OH:34])[OH:36])([OH:39])=[O:38].[CH3:31][N:2]([CH3:1])[C:3]([N:5]1[CH2:9][CH:8]2[CH2:10][C:11]([CH2:24][C:25]3[CH:26]=[CH:27][CH:28]=[CH:29][CH:30]=3)([NH:13][CH2:14][C:15]([N:17]3[CH2:21][CH2:20][CH2:19][C@H:18]3[C:22]#[N:23])=[O:16])[CH2:12][CH:7]2[CH2:6]1)=[O:4] |f:5.6|. Procedure details: 5-Benzyl-5-[2-((S)-2-cyano-pyrrolidin-1-yl)-2-oxo-ethylamino]-hexahydro-cyclopenta[c]pyrrole-2-carboxylic acid dimethylamide 17a (56 mg, 0.132 mmol) was dissolved in 1 mL of ethyl acetate with stirring followed by addition of a solution of 1 mL of tartaric acid in acetone. The reaction mixture was stirred for 30 minutes resulting in the formation of a white precipitate followed by addition of n-hexane, and stirred again. The mixture was filtered to obtain the title compound 5-benzyl-5-[2-((S)-2-... As a reaction SMILES: [ClH:34].[F:12][c:13]1[cH:14][c:15]([CH:20]([CH2:21][CH2:22][OH:23])[c:24]2[cH:25][cH:26][c:27]([S:30](=[O:31])(=[O:32])[CH3:33])[cH:28][cH:29]2)[cH:16][c:17]([F:19])[cH:18]1.[S:1](=[O:2])(=[O:3])([c:4]1[cH:5][cH:6][c:7]([CH3:8])[cH:9][cH:10]1)[Cl:11].[cH:35]1[cH:36][cH:37][n:38][cH:39][cH:40]1>>[S:1](=[O:2])(=[O:3])([c:4]1[cH:5][cH:6][c:7]([CH3:8])[cH:9][cH:10]1)[O:23][CH2:22][CH2:21][CH:20]([c:15]1[cH:14][c:13]([F:12])[cH:18][c:17]([F:19])[cH:16]1)[c:24]1[cH:25][cH:26][c:27]([S:30](=[O:31])(=[O:32])[CH3:33])[cH:28][cH:29]1. Product: Cc1ccc(S(=O)(=O)OCCC(c2ccc(S(C)(=O)=O)cc2)c2cc(F)cc(F)c2)cc1. Reactants: Cl, CS(=O)(=O)c1ccc(C(CCO)c2cc(F)cc(F)c2)cc1, Cc1ccc(S(=O)(=O)Cl)cc1, c1ccncc1. The yield is 81.4%. Procedure: A catalytic amount of 18-crown-6-ether (20 mg) was added to a solution of 4-(chloromethyl)-2-(4-chlorophenyl)thiazole (0.55 g, 2.25 mmol) in acetonitrile (20 mL), followed by potassium cyanide (0.22 g, 3.37 mmol) and the reaction mixture was refluxed for 10 h. The reaction mixture was then quenched with water and the organic product extracted with EtOAc. The combined extracts were washed with H2O and brine, dried over anhydrous sodium sulfate and concentrated under reduced pressure. The crude pr... Solvent: C(C)#N (acetonitrile). The reactants are ClCC=1N=C(SC1)C1=CC=C(C=C1)Cl (4-(chloromethyl)-2-(4-chlorophenyl)thiazole), [C-]#N.[K+] (potassium cyanide). The reagents and catalysts are C1COCCOCCOCCOCCOCCO1 (18-crown-6-ether). Reaction SMILES: Cl[CH2:2][C:3]1[N:4]=[C:5]([C:8]2[CH:13]=[CH:12][C:11]([Cl:14])=[CH:10][CH:9]=2)[S:6][CH:7]=1.[C-:15]#[N:16].[K+]>C(#N)C.C1OCCOCCOCCOCCOCCOC1>[Cl:14][C:11]1[CH:12]=[CH:13][C:8]([C:5]2[S:6][CH:7]=[C:3]([CH2:2][C:15]#[N:16])[N:4]=2)=[CH:9][CH:10]=1 |f:1.2|. Yields the product ClC1=CC=C(C=C1)C=1SC=C(N1)CC#N (2-(2-(4-chlorophenyl)thiazol-4-yl)acetonitrile). Starting materials: COC(=O)CBr, CC(C)(C)[O-], CN(C)C=O, Fc1ccccc1C1=NCc2c[nH]cc2-c2ccc(Cl)cc21, [K+], O. Product: COC(=O)Cn1cc2c(c1)-c1ccc(Cl)cc1C(c1ccccc1F)=NC2. As a reaction SMILES: [Br:29][CH2:30][C:31](=[O:32])[O:33][CH3:34].[CH3:23][C:24]([CH3:25])([O-:26])[CH3:27].[CH3:35][N:36]([CH3:37])[CH:38]=[O:39].[Cl:1][c:2]1[cH:3][c:4]2[c:5]([cH:21][cH:22]1)-[c:6]1[c:7]([cH:18][nH:19][cH:20]1)[CH2:8][N:9]=[C:10]2[c:11]1[c:12]([F:17])[cH:13][cH:14][cH:15][cH:16]1.[K+:28].[OH2:40]>>[Cl:1][c:2]1[cH:3][c:4]2[c:5]([cH:21][cH:22]1)-[c:6]1[c:7]([cH:18][n:19]([CH2:30][C:31](=[O:32])[O:33][CH3:34])[cH:20]1)[CH2:8][N:9]=[C:10]2[c:11]1[c:12]([F:17])[cH:13][cH:14][cH:15][cH:16]1. Reactants: O=C([O-])[O-], CNC, COC(=O)c1ccc(F)cc1C(F)(F)F, CS(C)=O, Cl, [K+], [K+]. The product is COC(=O)c1ccc(N(C)C)cc1C(F)(F)F. Reaction SMILES: [C:20](=[O:21])([O-:22])[O-:23].[CH3:17][NH:18][CH3:19].[CH3:1][O:2][C:3]([c:4]1[c:5]([C:11]([F:12])([F:13])[F:14])[cH:6][c:7]([F:10])[cH:8][cH:9]1)=[O:15].[CH3:26][S:27]([CH3:28])=[O:29].[ClH:16].[K+:24].[K+:25]>>[CH3:1][O:2][C:3]([c:4]1[c:5]([C:11]([F:12])([F:13])[F:14])[cH:6][c:7]([N:18]([CH3:17])[CH3:19])[cH:8][cH:9]1)=[O:15].